This data is from the Open Reaction Database (ORD), a public repository of structured organic reaction records. The task is: describe an organic reaction: reactants, conditions, products, and yield The reactants are [Cl-], NC1CCN(CCCOc2ccc(F)cc2)CC1, O=C(O)n1c(=O)[nH]c2ccccc21, C1CCOC1. The product is O=C(NC1CCN(CCCOc2ccc(F)cc2)CC1)n1c(=O)[nH]c2ccccc21. Reaction SMILES: [Cl-:19].[F:1][c:2]1[cH:3][cH:4][c:5]([O:6][CH2:7][CH2:8][CH2:9][N:10]2[CH2:11][CH2:12][CH:13]([NH2:16])[CH2:14][CH2:15]2)[cH:17][cH:18]1.[O:20]=[c:21]1[nH:22][c:23]2[c:24]([n:25]1[C:26](=[O:27])[OH:28])[cH:29][cH:30][cH:31][cH:32]2.[O:33]1[CH2:34][CH2:35][CH2:36][CH2:37]1>>[F:1][c:2]1[cH:3][cH:4][c:5]([O:6][CH2:7][CH2:8][CH2:9][N:10]2[CH2:11][CH2:12][CH:13]([NH:16][C:26]([n:25]3[c:21](=[O:20])[nH:22][c:23]4[c:24]3[cH:29][cH:30][cH:31][cH:32]4)=[O:27])[CH2:14][CH2:15]2)[cH:17][cH:18]1.